The task is: describe an organic reaction: reactants, conditions, products, and yield. This data is from the Open Reaction Database (ORD), a public repository of structured organic reaction records. Reactants: CC(O)=S, C1CCOC1, CCOC(=O)N=NC(=O)OCC, OCCC(CCO)CCO, c1ccc(P(c2ccccc2)c2ccccc2)cc1. Yields the product CC(=O)SCCC(CCO)CCO. Reaction SMILES: [C:42]([CH3:43])(=[S:44])[OH:45].[CH2:46]1[O:47][CH2:48][CH2:49][CH2:50]1.[O:20]=[C:21]([O:22][CH2:23][CH3:24])[N:25]=[N:26][C:27]([O:28][CH2:29][CH3:30])=[O:31].[OH:32][CH2:33][CH2:34][CH:35]([CH2:36][CH2:37][OH:38])[CH2:39][CH2:40][OH:41].[c:1]1([P:2]([c:3]2[cH:4][cH:5][cH:6][cH:7][cH:8]2)[c:9]2[cH:10][cH:11][cH:12][cH:13][cH:14]2)[cH:15][cH:16][cH:17][cH:18][cH:19]1>>[CH2:33]([CH2:34][CH:35]([CH2:36][CH2:37][OH:38])[CH2:39][CH2:40][OH:41])[S:44][C:42]([CH3:43])=[O:45]. The reactants are CC(C)C[Al+]CC(C)C, CO, ClCCl, [H-], N#CCOc1ccccc1. Yields the product O=CCOc1ccccc1. As a reaction SMILES: [CH2:2]([Al+:3][CH2:4][CH:5]([CH3:6])[CH3:7])[CH:8]([CH3:9])[CH3:10].[CH3:21][OH:22].[Cl:23][CH2:24][Cl:25].[H-:1].[O:11]([c:12]1[cH:13][cH:14][cH:15][cH:16][cH:17]1)[CH2:18][C:19]#[N:20]>>[O:11]([c:12]1[cH:13][cH:14][cH:15][cH:16][cH:17]1)[CH2:18][CH:19]=[O:22]. Starting materials: α,α'-azo-iso-butyronitrile, BrN1C(CCC1=O)=O (N-bromosuccinimide), FC(C(COCC1=CC(=CC=C1)OC1=CC=CC=C1)C1=CC=C(C=C1)OCC)(F)F ((RS)-1,1,1-trifluoro-2-(4-ethoxyphenyl)-3-(3-phenoxybenzyloxy)propane). Run in C(Cl)(Cl)(Cl)Cl (carbon tetrachloride). Conditions: temperature 0 celsius. Yields the product FC(C(COC(C1=CC(=CC=C1)OC1=CC=CC=C1)Br)C1=CC=C(C=C1)OCC)(F)F ((2RS)-1,1,1-trifluoro-2-(4-ethoxyphenyl)-3-[(RS)-α-bromo-3-phenoxybenzyloxy]-propane). RXN SMILES: [Br:1]N1C(=O)CCC1=O.[F:9][C:10]([F:38])([F:37])[CH:11]([C:28]1[CH:33]=[CH:32][C:31]([O:34][CH2:35][CH3:36])=[CH:30][CH:29]=1)[CH2:12][O:13][CH2:14][C:15]1[CH:20]=[CH:19][CH:18]=[C:17]([O:21][C:22]2[CH:27]=[CH:26][CH:25]=[CH:24][CH:23]=2)[CH:16]=1>C(Cl)(Cl)(Cl)Cl>[F:9][C:10]([F:37])([F:38])[CH:11]([C:28]1[CH:29]=[CH:30][C:31]([O:34][CH2:35][CH3:36])=[CH:32][CH:33]=1)[CH2:12][O:13][CH:14]([Br:1])[C:15]1[CH:20]=[CH:19][CH:18]=[C:17]([O:21][C:22]2[CH:27]=[CH:26][CH:25]=[CH:24][CH:23]=2)[CH:16]=1. Procedure: A catalytic amount of α,α'-azo-iso-butyronitrile was added to a solution of N-bromosuccinimide (0.14 g) and (RS)-1,1,1-trifluoro-2-(4-ethoxyphenyl)-3-(3-phenoxybenzyloxy)propane (0.3 g) in carbon tetrachloride (14 cm3). The reaction mixture was heated at the reflux temperature for 90 minutes, then cooled to 0° C., filtered, and the filtrate concentrated by evaporation under reduced pressure to leave (2RS)-1,1,1-trifluoro-2-(4-ethoxyphenyl)-3-[(RS)-α-bromo-3-phenoxybenzyloxy]-propane as a pale ye... Product: CC(C)Oc1cc(-n2c(=O)cc(C(F)(F)F)n(C)c2=O)c(F)cc1Br. Reactants: CC(C)Oc1cc(-n2c(=O)cc(C(F)(F)F)[nH]c2=O)c(F)cc1Br, O=C([O-])[O-], CI, CC#N, [K+], [K+]. RXN SMILES: [Br:1][c:2]1[cH:3][c:4]([F:24])[c:5](-[n:12]2[c:13](=[O:23])[nH:14][c:15]([C:19]([F:20])([F:21])[F:22])[cH:16][c:17]2=[O:18])[cH:6][c:7]1[O:8][CH:9]([CH3:10])[CH3:11].[C:25](=[O:26])([O-:27])[O-:28].[CH3:31][I:32].[CH3:33][C:34]#[N:35].[K+:29].[K+:30]>>[Br:1][c:2]1[cH:3][c:4]([F:24])[c:5](-[n:12]2[c:13](=[O:23])[n:14]([CH3:25])[c:15]([C:19]([F:20])([F:21])[F:22])[cH:16][c:17]2=[O:18])[cH:6][c:7]1[O:8][CH:9]([CH3:10])[CH3:11].